Dataset: the Open Reaction Database (ORD), a public repository of structured organic reaction records. Task: describe an organic reaction: reactants, conditions, products, and yield The reactants are C(CC1=CC=CC=C1)C1=CC=C(C=C1)S(=O)(=O)N1CC2=C(CC1)OC=C2 (5-(4-phenethylbenzenesulfonyl)-4,5,6,7-tetrahydrofuro[3,2-c]pyridine), CNC (dimethylamine), C=O (formaldehyde). The solvent is C(C)(=O)O (acetic acid). Reaction conditions: temperature 100 celsius, time 1 hour. Product: CN(C)CC1=CC=2CN(CCC2O1)S(=O)(=O)C1=CC=C(C=C1)CCC1=CC=CC=C1 (N,N-dimethyl-[5-(4-phenethylbenzenesulfonyl)-4,5,6,7-tetrahydrofuro[3,2-c]pyridin-2-ylmethyl]amine). Reaction SMILES: [CH2:1]([C:9]1[CH:14]=[CH:13][C:12]([S:15]([N:18]2[CH2:23][CH2:22][C:21]3[O:24][CH:25]=[CH:26][C:20]=3[CH2:19]2)(=[O:17])=[O:16])=[CH:11][CH:10]=1)[CH2:2][C:3]1[CH:8]=[CH:7][CH:6]=[CH:5][CH:4]=1.[CH3:27][NH:28][CH3:29].[CH2:30]=O>C(O)(=O)C>[CH3:27][N:28]([CH2:30][C:25]1[O:24][C:21]2[CH2:22][CH2:23][N:18]([S:15]([C:12]3[CH:11]=[CH:10][C:9]([CH2:1][CH2:2][C:3]4[CH:4]=[CH:5][CH:6]=[CH:7][CH:8]=4)=[CH:14][CH:13]=3)(=[O:17])=[O:16])[CH2:19][C:20]=2[CH:26]=1)[CH3:29]. Procedure: To a solution of 0.240 g (0.653 mmol) of 5-(4-phenethylbenzenesulfonyl)-4,5,6,7-tetrahydrofuro[3,2-c]pyridine in 10 ml of acetic acid, 0.09 g (1.0 mmol) of 50% aqueous dimethylamine and 0.08 g (1.0 mmol) of 37% aqueous formaldehyde were added, followed by stirring at 100° C. for 1 hour. After the solvent was distilled off under reduced pressure, the residual solution was alkalified with aqueous sodium hydroxide and extracted with ethyl acetate 3 times. The combined organic layer was dried over a...